This data is from the Open Reaction Database (ORD), a public repository of structured organic reaction records. The task is: describe an organic reaction: reactants, conditions, products, and yield Starting materials: Cl.C1(CCCC1)NC(=N)N (Cyclopentylguanidine hydrochloride), C([O-])([O-])=O.[K+].[K+] (potassium carbonate), ClC1=CC=CC=2N1N=C(C2C(C#C)=O)C=2OC=CC2 (1-[7-Chloro-2-(2-furyl)pyrazolo[1,5-a]pyridin-3-yl]-2-propyn-1-one), resultant solution. The solvent is C(C)O (ethanol). Run at time 1 hour. Yields the product ClC1=CC=CC=2N1N=C(C2C2=NC(=NC=C2)NC2CCCC2)C=2OC=CC2 (4-[7-Chloro-2-(2-furyl) pyrazolo[1,5-a]pyridin-3-yl]-N-cyclopentyl-2-pyrimidinamine). Reaction SMILES: Cl.[CH:2]1([NH:7][C:8]([NH2:10])=[NH:9])[CH2:6][CH2:5][CH2:4][CH2:3]1.C(=O)([O-])[O-].[K+].[K+].[Cl:17][C:18]1[N:23]2[N:24]=[C:25]([C:31]3[O:32][CH:33]=[CH:34][CH:35]=3)[C:26]([C:27](=O)[C:28]#[CH:29])=[C:22]2[CH:21]=[CH:20][CH:19]=1>C(O)C>[Cl:17][C:18]1[N:23]2[N:24]=[C:25]([C:31]3[O:32][CH:33]=[CH:34][CH:35]=3)[C:26]([C:27]3[CH:28]=[CH:29][N:10]=[C:8]([NH:7][CH:2]4[CH2:6][CH2:5][CH2:4][CH2:3]4)[N:9]=3)=[C:22]2[CH:21]=[CH:20][CH:19]=1 |f:0.1,2.3.4|. Reported procedure: Cyclopentylguanidine hydrochloride (1.53 g, 9.38 mmol) and potassium carbonate (0.78 g. 5.63 mmol) were added to 80 mL of ethanol. The suspension was stirred at room temperature for 1 hour. 1-[7-Chloro-2-(2-furyl)pyrazolo[1,5-a]pyridin-3-yl]-2-propyn-1-one (1.27 g, 4.69 mmol) was added to the resultant solution and stirred at room temperature for 24 hours. The reaction mixture was concentrated and ethyl acetate and water were added. The phases were separated, the organic phase was dried over mag... The reactants are CCOC(=O)Cl, O=C(NC1CCNCC1)c1c[nH]c2c(-c3ccccc3OCC3CC3)ncnc12. Yields the product CCOC(=O)N1CCC(NC(=O)c2c[nH]c3c(-c4ccccc4OCC4CC4)ncnc23)CC1. RXN SMILES: [Cl:30][C:31](=[O:32])[O:33][CH2:34][CH3:35].[NH:1]1[CH2:2][CH2:3][CH:4]([NH:7][C:8](=[O:9])[c:10]2[cH:11][nH:12][c:13]3[c:14]2[n:15][cH:16][n:17][c:18]3-[c:19]2[c:20]([O:25][CH2:26][CH:27]3[CH2:28][CH2:29]3)[cH:21][cH:22][cH:23][cH:24]2)[CH2:5][CH2:6]1>>[N:1]1([C:31](=[O:32])[O:33][CH2:34][CH3:35])[CH2:2][CH2:3][CH:4]([NH:7][C:8](=[O:9])[c:10]2[cH:11][nH:12][c:13]3[c:14]2[n:15][cH:16][n:17][c:18]3-[c:19]2[c:20]([O:25][CH2:26][CH:27]3[CH2:28][CH2:29]3)[cH:21][cH:22][cH:23][cH:24]2)[CH2:5][CH2:6]1. Reactants: Cl.CC1=CC=C(C=C1)C(OC1CCN(CC1)CCCCCC(=O)OC)C1=CC=CC=C1 ((±)-methyl 4-[(4-methylphenyl)-phenylmethoxy]-1-piperidinecaproate hydrochloride). Run in CO (methanol), [OH-].[Na+] (sodium hydroxide). Yields the product Cl.CC1=CC=C(C=C1)C(OC1CCN(CC1)CCCCCC(=O)O)C1=CC=CC=C1 ((±)-4-[(4-Methylphenyl)phenylmethoxy]-1-piperidinecaproic acid hydrochloride). The yield is 96.3%. As a reaction SMILES: [ClH:1].[CH3:2][C:3]1[CH:8]=[CH:7][C:6]([CH:9]([C:26]2[CH:31]=[CH:30][CH:29]=[CH:28][CH:27]=2)[O:10][CH:11]2[CH2:16][CH2:15][N:14]([CH2:17][CH2:18][CH2:19][CH2:20][CH2:21][C:22]([O:24]C)=[O:23])[CH2:13][CH2:12]2)=[CH:5][CH:4]=1>CO.[OH-].[Na+]>[ClH:1].[CH3:2][C:3]1[CH:4]=[CH:5][C:6]([CH:9]([C:26]2[CH:27]=[CH:28][CH:29]=[CH:30][CH:31]=2)[O:10][CH:11]2[CH2:12][CH2:13][N:14]([CH2:17][CH2:18][CH2:19][CH2:20][CH2:21][C:22]([OH:24])=[O:23])[CH2:15][CH2:16]2)=[CH:7][CH:8]=1 |f:0.1,3.4,5.6|. Procedure details: A mixture of 8.29 g of (±)-methyl 4-[(4-methylphenyl)-phenylmethoxy]-1-piperidinecaproate hydrochloride in 40 ml of methanol and 28 ml of 2N sodium hydroxide aqueous solution was refluxed for 1 hour and concentrated. Water was added to the residue, made acidic with hydrochloric acid and extracted with chloroform. The extract was dried and concentrated. The residue was solidified by treatment with ethyl acetate and ether. The precipitate was collected by filtration to give 7.73 g of colorless cry... Reactants: N1CC(C1)N1N=CC(=C1)C=1C=NC2=CC=C(C=C2C1)CC1=NN=C2N1N=C(C=C2)C (3-(1-azetidin-3-yl-1H-pyrazol-4-yl)-6-(6-methyl-[1,2,4]triazolo[4,3-b]pyridazin-3-ylmethyl)-quinoline), C(C)=O (acetaldehyde), C(C)(=O)O[BH-](OC(C)=O)OC(C)=O.[Na+] (sodium triacetoxyborohydride). Solvent: ClCCl (dichloromethane), ClCCl (dichloromethane). Run at time 15 minute. Product: C(C)N1CC(C1)N1N=CC(=C1)C=1C=NC2=CC=C(C=C2C1)CC1=NN=C2N1N=C(C=C2)C (3-[1-(1-Ethyl-azetidin-3-yl)-1H-pyrazol-4-yl]-6-(6-methyl-[1,2,4]triazolo[4,3-b]pyridazin-3-ylmethyl)-quinoline). Yield: 9.0%. RXN SMILES: [NH:1]1[CH2:4][CH:3]([N:5]2[CH:9]=[C:8]([C:10]3[CH:11]=[N:12][C:13]4[C:18]([CH:19]=3)=[CH:17][C:16]([CH2:20][C:21]3[N:25]5[N:26]=[C:27]([CH3:30])[CH:28]=[CH:29][C:24]5=[N:23][N:22]=3)=[CH:15][CH:14]=4)[CH:7]=[N:6]2)[CH2:2]1.[CH:31](=O)[CH3:32].C(O[BH-](OC(=O)C)OC(=O)C)(=O)C.[Na+]>ClCCl>[CH2:31]([N:1]1[CH2:4][CH:3]([N:5]2[CH:9]=[C:8]([C:10]3[CH:11]=[N:12][C:13]4[C:18]([CH:19]=3)=[CH:17][C:16]([CH2:20][C:21]3[N:25]5[N:26]=[C:27]([CH3:30])[CH:28]=[CH:29][C:24]5=[N:23][N:22]=3)=[CH:15][CH:14]=4)[CH:7]=[N:6]2)[CH2:2]1)[CH3:32] |f:2.3|. Procedure: To 3-(1-azetidin-3-yl-1H-pyrazol-4-yl)-6-(6-methyl-[1,2,4]triazolo[4,3-b]pyridazin-3-ylmethyl)-quinoline (50 mg, 0.126 mmol) in dichloromethane (3 mL) was added acetaldehyde (15 uL, 0.505 mmol). The solution was stirred at room temperature for 15 minutes and then sodium triacetoxyborohydride (67 mg, 0.136) was added. After 1 hour the solution was diluted with dichloromethane (1.5 mL) and washed with sodium bicarbonate (1.5 mL). The aqueous layer was extracted further with dichloromethane (1.5 mL... Reactants: C(C=C)C1=C(C=C(C=2C(C3=CC=CC=C3OC12)=O)C)O (4-allyl-3-hydroxy-1-methyl-9-oxo-9H-xanthene), ClC1=CC(=CC=C1)C(=O)OO (m-chloroperbenzoic acid), C(Cl)(Cl)Cl (chloroform), C([O-])([O-])=O.[K+].[K+] (potassium carbonate). Run in O (water). Run at time 5 hour. Yields the product CC1=CC2=C(C=3OC=4C=CC=CC4C(C13)=O)CC(O2)C(=O)O (1,2-dihydro-5-methyl-6-oxo-6H-furo[2,3-c]xanthene-2-carboxylic acid). The yield is 44.9%. RXN SMILES: [CH2:1]([C:4]1[C:17]2[O:16][C:15]3[C:10](=[CH:11][CH:12]=[CH:13][CH:14]=3)[C:9](=[O:18])[C:8]=2[C:7]([CH3:19])=[CH:6][C:5]=1[OH:20])[CH:2]=C.ClC1C=CC=C(C(OO)=O)C=1.C(Cl)(Cl)Cl.[C:36](=[O:39])([O-])[O-:37].[K+].[K+]>O>[CH3:19][C:7]1[C:8]2[C:9](=[O:18])[C:10]3[CH:11]=[CH:12][CH:13]=[CH:14][C:15]=3[O:16][C:17]=2[C:4]2[CH2:1][CH:2]([C:36]([OH:37])=[O:39])[O:20][C:5]=2[CH:6]=1 |f:3.4.5|. Procedure details: A mixture of 4-allyl-3-hydroxy-1-methyl-9-oxo-9H-xanthene (3.0 g), m-chloroperbenzoic acid (8 g) and chloroform (500 ml) was stirred at room temperature for 5 hours and thereafter left to stand overnight. To the mixture, potassium carbonate (20 g) and water (400 ml) were added and the resulting mixture was extracted with chloroform. The chloroform layer was dried and the solvent was distilled off. The residue was dissolved in acetone (500 ml) and, to the stirred solution, a mixture of chromium t... Reactants: CC1CN(c2ccccc2N)CCN1, CC(=O)[O-], CCOC(C)=O, Sc1ccc(Cl)cc1, [Cu], O=N[O-], [Na+], [Na+], [Na+], [OH-], O, O=S(=O)(O)O. Yields the product CC1CN(c2ccccc2Sc2ccc(Cl)cc2)CCN1. RXN SMILES: [CH3:1][CH:2]1[CH2:3][N:4]([c:8]2[c:9]([NH2:14])[cH:10][cH:11][cH:12][cH:13]2)[CH2:5][CH2:6][NH:7]1.[CH3:25][C:26](=[O:27])[O-:28].[CH3:41][CH2:42][O:43][C:44](=[O:45])[CH3:46].[Cl:29][c:30]1[cH:31][cH:32][c:33]([SH:36])[cH:34][cH:35]1.[Cu:40].[N:20]([O-:21])=[O:22].[Na+:23].[Na+:24].[Na+:39].[OH-:38].[OH2:37].[S:15](=[O:16])(=[O:17])([OH:18])[OH:19]>>[CH3:1][CH:2]1[CH2:3][N:4]([c:8]2[c:9]([S:36][c:33]3[cH:32][cH:31][c:30]([Cl:29])[cH:35][cH:34]3)[cH:10][cH:11][cH:12][cH:13]2)[CH2:5][CH2:6][NH:7]1. Starting materials: ClCCC(O)C1=CC=CC=C1 (3-chloro-1-phenyl-propan-1-ol), TEA, CS(=O)(=O)Cl (MsCl). The solvent is C(Cl)Cl (DCM). Reaction conditions: temperature 0 celsius, time 1.5 hour. Product: ClCCC(C1=CC=CC=C1)OS(=O)(=O)C (Methanesulfonic acid 3-chloro-1-phenyl-propyl ester). RXN SMILES: [Cl:1][CH2:2][CH2:3][CH:4]([C:6]1[CH:11]=[CH:10][CH:9]=[CH:8][CH:7]=1)[OH:5].[CH3:12][S:13](Cl)(=[O:15])=[O:14]>C(Cl)Cl>[Cl:1][CH2:2][CH2:3][CH:4]([O:5][S:13]([CH3:12])(=[O:15])=[O:14])[C:6]1[CH:11]=[CH:10][CH:9]=[CH:8][CH:7]=1. Procedure details: To a solution of the 3-chloro-1-phenyl-propan-1-ol (1.5 g, 8.79 mmol) in DCM at 0° C. (50 mL) was added TEA (1.6 mL, 11.4 mmol) followed by MsCl (0.75 mL, 9.7 mmol). The reaction mixture was stirred 1.5 hours at 0° C., quenched with ice, and partitioned between a saturated solution of NaHCO3 and DCM. The organic layer was separated, washed with brine, dried over MgSO4, filtered, and concentrated at 0° C. The methanesulfonic acid 3-chloro-1-phenyl-propyl ester (95% crude yield, 2.08 g) thus prepa...